From a dataset of the Open Reaction Database (ORD), a public repository of structured organic reaction records. describe an organic reaction: reactants, conditions, products, and yield Starting materials: O1CCCC1 (tetrahydrofuran), C1(=CC=CC=C1)C1=CC=C(C=O)C=C1 (4-phenylbenzaldehyde), [Br-].C1(=CC=CC=C1)[PH+](C1=CC=CC=C1)C1=CC=CC=C1.BrCCCN1C(C=2C(C1=O)=CC=CC2)=O (N-(3-bromopropyl)-phthalimide triphenyl phosphonium bromide), potassium terbutylate. Solvent: C(C)(=O)OCC (ethyl acetate). Run at temperature -40 celsius, time 1 hour. The product is C1(=CC=C(C=C1)C=CCCC=1C=C2C(C(=O)NC2=O)=CC1)C1=CC=CC=C1 (4[(1,1'-Biphenyl-4-yl]-3-butenyl]-phthalimide). As a reaction SMILES: O1C[CH2:4][CH2:3][CH2:2]1.[C:6]1([C:12]2[CH:19]=[CH:18][C:15]([CH:16]=O)=[CH:14][CH:13]=2)[CH:11]=[CH:10][CH:9]=[CH:8][CH:7]=1.[Br-].C1([PH+](C2C=CC=CC=2)C2C=CC=CC=2)C=CC=CC=1.BrCCC[N:44]1[C:48](=[O:49])[C:47]2=[CH:50][CH:51]=[CH:52][CH:53]=[C:46]2[C:45]1=[O:54]>C(OCC)(=O)C>[C:12]1([C:6]2[CH:11]=[CH:10][CH:9]=[CH:8][CH:7]=2)[CH:19]=[CH:18][C:15]([CH:16]=[CH:2][CH2:3][CH2:4][C:52]2[CH:53]=[C:46]3[C:45](=[O:54])[NH:44][C:48](=[O:49])[C:47]3=[CH:50][CH:51]=2)=[CH:14][CH:13]=1 |f:2.3.4|. Reported procedure: A suspension of 150 ml of tetrahydrofuran, 5.46 g of 4-phenylbenzaldehyde and 15.9 g of N-(3-bromopropyl)-phthalimide triphenyl phosphonium bromide was cooled to -40° C. and 3.37 g of potassium terbutylate was then introduced. The temperature was allowed to rise to -15° C. and the mixture was stirred at -15° C. for one hour. The mixture was poured over ice and extraction was carried out with ethyl acetate. The extracts were washed with water and the organic phases were dried over Na2SO4, filtere... Starting materials: ClC1=CC=C(C=C1)S(=O)(=O)C1=NC=C(C=C1)[N+](=O)[O-] (2-(4'-chlorophenylsulphonyl)-5-nitro-pyridine). Reagents/catalysts: [Ni] (Raney nickel). The solvent is C(C)O (ethanol). The product is ClC1=CC=C(C=C1)S(=O)(=O)C1=NC=C(C=C1)N (2-(4'-chlorophenylsulphonyl)-5-amino-pyridine). RXN SMILES: [Cl:1][C:2]1[CH:7]=[CH:6][C:5]([S:8]([C:11]2[CH:16]=[CH:15][C:14]([N+:17]([O-])=O)=[CH:13][N:12]=2)(=[O:10])=[O:9])=[CH:4][CH:3]=1>C(O)C.[Ni]>[Cl:1][C:2]1[CH:3]=[CH:4][C:5]([S:8]([C:11]2[CH:16]=[CH:15][C:14]([NH2:17])=[CH:13][N:12]=2)(=[O:10])=[O:9])=[CH:6][CH:7]=1. Procedure: 24.5 g of 2-(4'-chlorophenylsulphonyl)-5-nitro-pyridine is dissolved in 300 ml of ethanol, and the solution, after the addition of 3 g of Raney nickel, hydrogenated at a temperature of between 20°and 35° C until the reaction ceases. Raney nickel is filtered of under nitrogen by suction. The solvent is evaporated off under vacuo to obtain 2-(4'-chlorophenylsulphonyl)-5-amino-pyridine, which is further processed in the crude state. The reactants are CN(CCCS)C (3-dimethylamino-1-propane-thiol), [Na] (sodium), ClC=1C2=C(N=C(N1)C1=CC=CC=C1)OC1=C(C2)C=CC=C1 (4-chloro-2-phenyl[1]benzopyrano[2,3-d]pyrimidine). Run in C(C)O (ethanol). The product is CN(CCCSC=1C2=C(N=C(N1)C1=CC=CC=C1)OC1=C(C2)C=CC=C1)C (4-(3-dimethylaminopropylthio)-2-phenyl-5H-[1]benzopyrano[2,3-d]pyrimidine). Isolated yield 52.0%. As a reaction SMILES: [Na].[CH3:2][N:3]([CH3:8])[CH2:4][CH2:5][CH2:6][SH:7].Cl[C:10]1[C:11]2[CH2:25][C:24]3[CH:26]=[CH:27][CH:28]=[CH:29][C:23]=3[O:22][C:12]=2[N:13]=[C:14]([C:16]2[CH:21]=[CH:20][CH:19]=[CH:18][CH:17]=2)[N:15]=1>C(O)C>[CH3:2][N:3]([CH3:8])[CH2:4][CH2:5][CH2:6][S:7][C:10]1[C:11]2[CH2:25][C:24]3[CH:26]=[CH:27][CH:28]=[CH:29][C:23]=3[O:22][C:12]=2[N:13]=[C:14]([C:16]2[CH:17]=[CH:18][CH:19]=[CH:20][CH:21]=2)[N:15]=1 |^1:0|. Procedure details: Eight and one tenth (8.1) gram 4-hydroxy-2-phenyl[1]benzopyrano[2,3-d]pyrimidine, 9.0 g phosphoruspentachloride and 36 ml phosphorusoxychloride are heated for two hours under reflux. Excess phosphorusoxychloride is then distilled off under a vacuum and the residue is partitioned to chloroform and water, a pH 6 value being adjusted by the addition of 10% sodium hydroxide. The organic phase is separated and the chloroform removed by distillation in a rotary evaporator. The residue obtained is sepa... Reactants: COC(=O)COc1ccc(CNC(=O)N2CCC(Nc3ccc(CCNCC(O)COc4ccc(O)cc4)cc3)CC2)c(F)c1, [Li+], C1CCOC1, [OH-]. The product is O=C(O)COc1ccc(CNC(=O)N2CCC(Nc3ccc(CCNCC(O)COc4ccc(O)cc4)cc3)CC2)c(F)c1. As a reaction SMILES: [F:1][c:2]1[cH:3][c:4]([O:5][CH2:6][C:7](=[O:8])[O:9][CH3:10])[cH:11][cH:12][c:13]1[CH2:14][NH:15][C:16](=[O:17])[N:18]1[CH2:19][CH2:20][CH:21]([NH:24][c:25]2[cH:26][cH:27][c:28]([CH2:31][CH2:32][NH:33][CH2:34][CH:35]([CH2:36][O:37][c:38]3[cH:39][cH:40][c:41]([OH:44])[cH:42][cH:43]3)[OH:45])[cH:29][cH:30]2)[CH2:22][CH2:23]1.[Li+:47].[O:48]1[CH2:49][CH2:50][CH2:51][CH2:52]1.[OH-:46]>>[F:1][c:2]1[cH:3][c:4]([O:5][CH2:6][C:7](=[O:8])[OH:9])[cH:11][cH:12][c:13]1[CH2:14][NH:15][C:16](=[O:17])[N:18]1[CH2:19][CH2:20][CH:21]([NH:24][c:25]2[cH:26][cH:27][c:28]([CH2:31][CH2:32][NH:33][CH2:34][CH:35]([CH2:36][O:37][c:38]3[cH:39][cH:40][c:41]([OH:44])[cH:42][cH:43]3)[OH:45])[cH:29][cH:30]2)[CH2:22][CH2:23]1. Starting materials: CO, O=C[O-], N#Cc1ccc([N+](=O)[O-])c(NC2CCN(C3CCOCC3)CC2)c1, [NH4+]. Product: N#Cc1ccc(N)c(NC2CCN(C3CCOCC3)CC2)c1. Reaction SMILES: [CH3:29][OH:30].[CH:25]([O-:26])=[O:27].[N+:1]([O-:2])(=[O:3])[c:4]1[c:5]([NH:12][CH:13]2[CH2:14][CH2:15][N:16]([CH:19]3[CH2:20][CH2:21][O:22][CH2:23][CH2:24]3)[CH2:17][CH2:18]2)[cH:6][c:7]([C:8]#[N:9])[cH:10][cH:11]1.[NH4+:28]>>[NH2:1][c:4]1[c:5]([NH:12][CH:13]2[CH2:14][CH2:15][N:16]([CH:19]3[CH2:20][CH2:21][O:22][CH2:23][CH2:24]3)[CH2:17][CH2:18]2)[cH:6][c:7]([C:8]#[N:9])[cH:10][cH:11]1. The reactants are COC1=C(N)C=C(C=C1)C(F)(F)F (2-methoxy-5-trifluoromethylaniline), Cl.ClCCNCCCl (bis-(2-chloroethyl)amine hydrochloride), C([O-])([O-])=O.[K+].[K+] (potassium carbonate), [I-].[K+] (potassium iodide), [OH-].[Na+] (sodium hydroxide). Run in C(CCC)O (n-butanol), O (water). Conditions: time 3 hour. Yields the product COC1=C(C=C(C=C1)C(F)(F)F)N1CCNCC1 (1-(2-Methoxy-5-trifluoromethylphenyl)piperazine). Isolated yield 15.7%. As a reaction SMILES: [CH3:1][O:2][C:3]1[CH:9]=[CH:8][C:7]([C:10]([F:13])([F:12])[F:11])=[CH:6][C:4]=1[NH2:5].Cl.Cl[CH2:16][CH2:17][NH:18][CH2:19][CH2:20]Cl.C(=O)([O-])[O-].[K+].[K+].[I-].[K+].[OH-].[Na+]>C(O)CCC.O>[CH3:1][O:2][C:3]1[CH:9]=[CH:8][C:7]([C:10]([F:11])([F:12])[F:13])=[CH:6][C:4]=1[N:5]1[CH2:20][CH2:19][NH:18][CH2:17][CH2:16]1 |f:1.2,3.4.5,6.7,8.9|. Procedure details: A mixture of 6.65 g of 2-methoxy-5-trifluoromethylaniline, 6.21 g of bis-(2-chloroethyl)amine hydrochloride, 4.71 g of anhydrous potassium carbonate and 0.34 g of anhydrous potassium iodide in 70 mL of n-butanol was refluxed for 50 hours. The solvent was removed at reduced pressure and the residue was taken up in 400 mL of diethyl ether. The suspension was acidified with 3N anhydrous hydrogen chloride in diethyl ether and stirred at room temperature for 3 hours. The solid was collected by filtra... Starting materials: COC(C1=C(C=C(C(=C1)C#CCOC)C(F)(F)F)N)=O (2-amino-5-(3-methoxy-prop-1-ynyl)-4-trifluoromethyl-benzoic acid methyl ester), [S-2].[Na+].[Na+] (sodium sulfide), CO (MeOH), Cl (HCl). Conditions: temperature 75 celsius. Yields the product COC(C1=C(C=C(C(=C1)C(CCOC)=O)C(F)(F)F)N)=O (2-Amino-5-(3-methoxy-propionyl)-4-trifluoromethyl-benzoic acid methyl ester). The yield is 13.0%. Reaction SMILES: [CH3:1][O:2][C:3](=[O:20])[C:4]1[CH:9]=[C:8]([C:10]#[C:11][CH2:12][O:13][CH3:14])[C:7]([C:15]([F:18])([F:17])[F:16])=[CH:6][C:5]=1[NH2:19].[S-2].[Na+].[Na+].Cl.C[OH:26]>>[CH3:1][O:2][C:3](=[O:20])[C:4]1[CH:9]=[C:8]([C:10](=[O:26])[CH2:11][CH2:12][O:13][CH3:14])[C:7]([C:15]([F:17])([F:18])[F:16])=[CH:6][C:5]=1[NH2:19] |f:1.2.3|. Procedure: To a solution of 2-amino-5-(3-methoxy-prop-1-ynyl)-4-trifluoromethyl-benzoic acid methyl ester (1.19 g, 4.15 mmol) in MeOH (100 mL) were added successively a solution of sodium sulfide (0.1 M, 12.4 mL, 1.24 mmol), followed by 10% aq HCl-solution (3.70 mL, 12.45 mmol). The reaction mixture was heated to 75° C. for 29 h, cooled and filtered over Celite. Evaporation of the filtrate gave a yellow oil which was purified by MPLC (oRP-C18 column (particle size 5-21 μM) with 1:1 CH3CN/water. The fractio... Reactants: O=C(O)C(F)(F)F, COc1cccc2c1C(O)=C(C(=O)NCC(=O)OC(C)(C)C)C(=O)C21CCOCC1. Product: COc1cccc2c1C(O)=C(C(=O)NCC(=O)O)C(=O)C21CCOCC1. As a reaction SMILES: [F:31][C:32]([F:33])([F:34])[C:35]([OH:36])=[O:37].[OH:1][C:2]1=[C:3]([C:20](=[O:21])[NH:22][CH2:23][C:24](=[O:25])[O:26][C:27]([CH3:28])([CH3:29])[CH3:30])[C:4](=[O:19])[C:5]2([c:6]3[cH:7][cH:8][cH:9][c:10]([O:12][CH3:13])[c:11]31)[CH2:14][CH2:15][O:16][CH2:17][CH2:18]2>>[OH:1][C:2]1=[C:3]([C:20](=[O:21])[NH:22][CH2:23][C:24](=[O:25])[OH:26])[C:4](=[O:19])[C:5]2([c:6]3[cH:7][cH:8][cH:9][c:10]([O:12][CH3:13])[c:11]31)[CH2:14][CH2:15][O:16][CH2:17][CH2:18]2.